This data is from the Open Reaction Database (ORD), a public repository of structured organic reaction records. The task is: describe an organic reaction: reactants, conditions, products, and yield Starting materials: CO (methanol), S(O)(O)(=O)=O (sulfuric acid), C(#N)C1=C(C(=NC(=C1Cl)F)F)Cl (4-cyano-3,5-dichloro-2,6-difluoropyridine), [H-].C(C(C)C)[Al+]CC(C)C (diisobutylaluminum hydride). Solvent: petroleum ether, C1(=CC=CC=C1)C (toluene). The product is ClC=1C(=NC(=C(C1C=O)Cl)F)F (3,5-dichloro-2,6-difluoropyridine-4-carboxaldehyde). RXN SMILES: [C:1]([C:3]1[C:8]([Cl:9])=[C:7]([F:10])[N:6]=[C:5]([F:11])[C:4]=1[Cl:12])#N.[H-].C([Al+]CC(C)C)C(C)C.CO.S(=O)(=O)(O)[OH:26]>C1(C)C=CC=CC=1>[Cl:12][C:4]1[C:5]([F:11])=[N:6][C:7]([F:10])=[C:8]([Cl:9])[C:3]=1[CH:1]=[O:26] |f:1.2|. Procedure details: To a mixture, of 10.1 g (0.048 mole) of 4-cyano-3,5-dichloro-2,6-difluoropyridine (from Step A) in 50 ml of toluene that had been cooled to 0° C. was added 6.9 g (0.049 mole) of diisobutylaluminum hydride. After complete addition the reaction mixture was allowed to warm to room temperature and was stirred for approximately seventeen hours. A mixture of methanol and petroleum ether (2:1) was added to the reaction mixture which was then acidified with dilute sulfuric acid. The organic layer was se... Reactants: [H][H] (hydrogen), C(C)(=O)N1[C@H](CCC2=C(C(=CC=C12)C1=CCN(CC1)C(=O)OC(C)(C)C)OCCC)C ((S)-tert-butyl 4-(1-acetyl-2-methyl-5-propoxy-1,2,3,4-tetrahydroquinolin-6-yl)-5,6-dihydropyridine-1(2H)-carboxylate). Reagents/catalysts: [OH-].[OH-].[Pd+2] (palladium hydroxide on carbon). The solvent is CO (methanol). Reaction conditions: time 2 hour. Yields the product C(C)(=O)N1[C@H](CCC2=C(C(=CC=C12)C1CCN(CC1)C(=O)OC(C)(C)C)OCCC)C (tert-butyl (S)-4-(1-acetyl-2-methyl-5-propoxy-1,2,3,4-tetrahydroquinolin-6-yl)piperidine-1-carboxylate). Isolated yield 99.2%. Reaction SMILES: [H][H].[C:3]([N:6]1[C:15]2[C:10](=[C:11]([O:29][CH2:30][CH2:31][CH3:32])[C:12]([C:16]3[CH2:21][CH2:20][N:19]([C:22]([O:24][C:25]([CH3:28])([CH3:27])[CH3:26])=[O:23])[CH2:18][CH:17]=3)=[CH:13][CH:14]=2)[CH2:9][CH2:8][C@@H:7]1[CH3:33])(=[O:5])[CH3:4]>CO.[OH-].[OH-].[Pd+2]>[C:3]([N:6]1[C:15]2[C:10](=[C:11]([O:29][CH2:30][CH2:31][CH3:32])[C:12]([CH:16]3[CH2:21][CH2:20][N:19]([C:22]([O:24][C:25]([CH3:27])([CH3:26])[CH3:28])=[O:23])[CH2:18][CH2:17]3)=[CH:13][CH:14]=2)[CH2:9][CH2:8][C@@H:7]1[CH3:33])(=[O:5])[CH3:4] |f:3.4.5|. Procedure details: Balloon pressured hydrogen gas was charged into a round bottom flask containing a suspension of (S)-tert-butyl 4-(1-acetyl-2-methyl-5-propoxy-1,2,3,4-tetrahydroquinolin-6-yl)-5,6-dihydropyridine-1(2H)-carboxylate (500 mg, 1.17 mmol) and 20% palladium hydroxide on carbon (30 mg, 0.21 mmol) in methanol (10 mL). The reaction was stirred under balloon pressure for 2 hours. The reaction was vented to nitrogen and filtered through a pad of Celite. The filtered solution was concentrated in vacuo and pu... Starting materials: Cl.CN(CCCN=C=NCC)C (N-(3-dimethylaminopropyl)-N′-ethylcarbodiimide hydrochloride), C(C)O (ethanol), CC(C)(C)OC(=O)N1CC(C1)CC(=O)O ((1-{[(1,1-dimethylethyl)oxy]carbonyl}-3-azetidinyl)acetic acid). The reagents and catalysts are CN(C1=CC=NC=C1)C (4-(dimethylamino)pyridine). The solvent is C(C)OCC (diethyl ether), CCOCC (ether). Product: C(C)OC(CC1CN(C1)C(=O)OC(C)(C)C)=O (1,1-dimethylethyl 3-[2-(ethyloxy)-2-oxoethyl]-1-azetidinecarboxylate). Yield: 93.3%. RXN SMILES: [CH3:1][C:2]([O:5][C:6]([N:8]1[CH2:11][CH:10]([CH2:12][C:13]([OH:15])=[O:14])[CH2:9]1)=[O:7])([CH3:4])[CH3:3].Cl.CN(C)[CH2:19][CH2:20]CN=C=NCC.C(O)C>C(OCC)C.CN(C)C1C=CN=CC=1>[CH2:19]([O:14][C:13](=[O:15])[CH2:12][CH:10]1[CH2:11][N:8]([C:6]([O:5][C:2]([CH3:1])([CH3:3])[CH3:4])=[O:7])[CH2:9]1)[CH3:20] |f:1.2|. Reported procedure: In an oven-dried 250 mL round bottom flask under nitrogen, a mixture of (1-{[(1,1-dimethylethyl)oxy]carbonyl}-3-azetidinyl)acetic acid (10 g, 46.5 mmol) in diethyl ether (100 mL) was treated with N-(3-dimethylaminopropyl)-N′-ethylcarbodiimide hydrochloride (9.80 g, 51.1 mmol), 4-(dimethylamino)pyridine (0.568 g, 4.65 mmol), and ethanol (5.97 mL, 102 mmol) at room temperature and the white mixture was stirred over the weekend. The white reaction mixture became a colorless solution with gummy mate... The reagents and catalysts are [Pd] (palladium). RXN SMILES: C([N:8]1[CH2:15][C:14]2([CH2:16][NH:17][C:18]([O:20][C:21]([CH3:24])([CH3:23])[CH3:22])=[O:19])[CH:10]([CH2:11][CH2:12][O:13]2)[CH2:9]1)C1C=CC=CC=1>C(O)C.[Pd]>[C:21]([O:20][C:18]([NH:17][CH2:16][C:14]12[CH2:15][NH:8][CH2:9][CH:10]1[CH2:11][CH2:12][O:13]2)=[O:19])([CH3:24])([CH3:22])[CH3:23]. Solvent: C(C)O (ethanol). Reactants: C(C1=CC=CC=C1)N1CC2CCOC2(C1)CNC(=O)OC(C)(C)C (7-benzyl-1-tert-butoxycarbonylaminomethyl-2-oxa-7-aza-bicyclo[3.3.0]octane). Procedure details: 12.2 g (34.5 mmol) of 7-benzyl-1-tert-butoxycarbonylaminomethyl-2-oxa-7-aza-bicyclo[3.3.0]octane are hydrogenated in 200 ml of ethanol on 7 g of palladium-active charcoal (10% Pd) at 100° C. and 100 bar. The catalyst is filtered off with suction and the filtrate is concentrated and distilled. Yield: 5.7 g (68% of theory) Boiling point: 120°-130° C./0.01 mbar. Product: C(C)(C)(C)OC(=O)NCC12OCCC2CNC1 (1 -tert-Butoxycarbonylaminomethyl-2-oxa-7-azabicyclo[3.3.0 ]octane).